This data is from the Open Reaction Database (ORD), a public repository of structured organic reaction records. The task is: describe an organic reaction: reactants, conditions, products, and yield Starting materials: C(C)(=O)N[C@H]1[C@H](CC[C@H](C1)N)N1C([C@H](CC1)NC(OCC1=CC=CC=C1)=O)=O (benzyl (S)-1-((1S,2R,4R)-2-acetamido-4-aminocyclohexyl)-2-oxopyrrolidin-3-ylcarbamate), C(C)(C)(C)C=1C(C(C=C(C1)C(C)(C)C)=O)=O (3,5-di-tert-butylcyclohexa-3,5-diene-1,2-dione). Solvent: CCOC(=O)C (EtOAc), CO (methanol). Reaction conditions: time 2 hour. The product is C(C)(=O)N[C@H]1[C@H](CCC(C1)=O)N1C([C@H](CC1)NC(OCC1=CC=CC=C1)=O)=O (benzyl (S)-1-((1S,2R)-2-acetamido-4-oxocyclohexyl)-2-oxopyrrolidin-3-ylcarbamate), solid. Yield: 90.0%. Reaction SMILES: [C:1]([NH:4][C@@H:5]1[CH2:10][C@H:9](N)[CH2:8][CH2:7][C@@H:6]1[N:12]1[CH2:16][CH2:15][C@H:14]([NH:17][C:18](=[O:27])[O:19][CH2:20][C:21]2[CH:26]=[CH:25][CH:24]=[CH:23][CH:22]=2)[C:13]1=[O:28])(=[O:3])[CH3:2].C(C1C(=O)C(=[O:43])C=C(C(C)(C)C)C=1)(C)(C)C>CO.CCOC(C)=O>[C:1]([NH:4][C@@H:5]1[CH2:10][C:9](=[O:43])[CH2:8][CH2:7][C@@H:6]1[N:12]1[CH2:16][CH2:15][C@H:14]([NH:17][C:18](=[O:27])[O:19][CH2:20][C:21]2[CH:26]=[CH:25][CH:24]=[CH:23][CH:22]=2)[C:13]1=[O:28])(=[O:3])[CH3:2]. Procedure details: A solution of benzyl (S)-1-((1S,2R,4R)-2-acetamido-4-aminocyclohexyl)-2-oxopyrrolidin-3-ylcarbamate (13.3 g, 34 mmol) and 3,5-di-tert-butylcyclohexa-3,5-diene-1,2-dione (7.54 g, 34 mmol) in methanol (160 ml) was stirred at room temperature for 2 h. The solution was concentrated and diluted with acetone (132 ml) and water (33 ml), followed by addition of Dowex-50WX8-200 (33 g). The reaction was stirred at room temperature for 2 h. Dowex-50WX8-200 was removed by filtration and washed with dichloro...